Dataset: the Open Reaction Database (ORD), a public repository of structured organic reaction records. Task: describe an organic reaction: reactants, conditions, products, and yield Starting materials: CC=1C=C(C=NC1OCC(F)(F)F)C(C)=O (1-(5-methyl-6-(2,2,2-trifluoroethoxy)pyridin-3-yl)ethanone), CC(C)(C)[S@](=O)N ((S)-2-methylpropane-2-sulfinamide), Amine-1. Yields the product CC(C)(C)[S@](=O)NC(C)C=1C=NC(=C(C1)C)OCC(F)(F)F ((S)-2-methyl-N-(1-(5-methyl-6-(2,2,2-trifluoroethoxy)pyridin-3-yl)ethyl)propane-2-sulfinamide). Yield: 83.0%. RXN SMILES: [CH3:1][C:2]1[CH:3]=[C:4]([C:14](=O)[CH3:15])[CH:5]=[N:6][C:7]=1[O:8][CH2:9][C:10]([F:13])([F:12])[F:11].[CH3:17][C:18]([S@@:21]([NH2:23])=[O:22])([CH3:20])[CH3:19]>>[CH3:17][C:18]([S@@:21]([NH:23][CH:14]([C:4]1[CH:5]=[N:6][C:7]([O:8][CH2:9][C:10]([F:13])([F:12])[F:11])=[C:2]([CH3:1])[CH:3]=1)[CH3:15])=[O:22])([CH3:20])[CH3:19]. Procedure details: The title compound is prepared in 83% yield (0.79 g, colorless oil) from 1-(5-methyl-6-(2,2,2-trifluoroethoxy)pyridin-3-yl)ethanone (0.66 g, 2.81 mmol, Step-3 of Amine-2) and (S)-2-methylpropane-2-sulfinamide in a similar manner to Step-4 of Amine-1. Yields the product Cc1ccc2ccccc2c1-c1cccc(CO)c1. Reaction SMILES: [BH4-:20].[CH3:1][c:2]1[c:3](-[c:12]2[cH:13][c:14]([CH:15]=[O:16])[cH:17][cH:18][cH:19]2)[c:4]2[cH:5][cH:6][cH:7][cH:8][c:9]2[cH:10][cH:11]1.[CH3:23][O:24][CH2:25][CH2:26][O:27][CH3:28].[ClH:22].[Na+:21].[O:29]1[CH2:30][CH2:31][CH2:32][CH2:33]1>>[CH3:1][c:2]1[c:3](-[c:12]2[cH:13][c:14]([CH2:15][OH:16])[cH:17][cH:18][cH:19]2)[c:4]2[cH:5][cH:6][cH:7][cH:8][c:9]2[cH:10][cH:11]1. Reactants: [BH4-], Cc1ccc2ccccc2c1-c1cccc(C=O)c1, COCCOC, Cl, [Na+], C1CCOC1.